Task: describe an organic reaction: reactants, conditions, products, and yield. Dataset: the Open Reaction Database (ORD), a public repository of structured organic reaction records The reactants are N1=CC=C(C=C1)CC(=O)C1=CC=C(C=C1)OCC1=NC2=CC=CC=C2C=C1 (2-pyridin-4-yl-1-[4-(quinolin-2-ylmethoxy)-phenyl]-ethanone), FC=1C=C(C(=O)N(C)OC)C=CC1OCC1=NC2=CC=CC=C2C=C1 (3-Fluoro-N-methoxyl-N-methyl-4-(quinolin-2-ylmethoxy)-benzamide). The product is FC=1C=C(C=CC1OCC1=NC2=CC=CC=C2C=C1)C(CC1=CC=NC=C1)=O (1-[3-Fluoro-4-(quinolin-2-ylmethoxy)-phenyl]-2-pyridin-4-yl-ethanone). RXN SMILES: [N:1]1[CH:6]=[CH:5][C:4]([CH2:7][C:8]([C:10]2[CH:15]=[CH:14][C:13]([O:16][CH2:17][C:18]3[CH:27]=[CH:26][C:25]4[C:20](=[CH:21][CH:22]=[CH:23][CH:24]=4)[N:19]=3)=[CH:12][CH:11]=2)=[O:9])=[CH:3][CH:2]=1.[F:28]C1C=C(C=CC=1OCC1C=CC2C(=CC=CC=2)N=1)C(N(OC)C)=O>>[F:28][C:14]1[CH:15]=[C:10]([C:8](=[O:9])[CH2:7][C:4]2[CH:3]=[CH:2][N:1]=[CH:6][CH:5]=2)[CH:11]=[CH:12][C:13]=1[O:16][CH2:17][C:18]1[CH:27]=[CH:26][C:25]2[C:20](=[CH:21][CH:22]=[CH:23][CH:24]=2)[N:19]=1. Procedure: Following the procedure for the preparation of 2-pyridin-4-yl-1-[4-(quinolin-2-ylmethoxy)-phenyl]-ethanone but substituting 3-Fluoro-N-methoxyl-N-methyl-4-(quinolin-2-ylmethoxy)-benzamide provided the title compound. MS: (M+H m/z=373.1). The reagents and catalysts are [Zn] (zinc). Solvent: C(C)(=O)O (acetic acid), CN(C)C=O (DMF). Product: BrC1=CC=C2C=CNC2=C1 (6-bromo-1H-indole). The yield is 39.1%. As a reaction SMILES: [Br:1][C:2]1[CH:7]=[CH:6][C:5]([CH3:8])=[C:4]([N+:9]([O-])=O)[CH:3]=1.[CH3:12]OC(OC)N(C)C.N1CCCC1.O>CN(C=O)C.[Zn].C(O)(=O)C>[Br:1][C:2]1[CH:3]=[C:4]2[C:5]([CH:8]=[CH:12][NH:9]2)=[CH:6][CH:7]=1. Procedure: To a mixture solution of 4-bromo-2-nitrotoluene (2.00 g, 9.26 mmol) and dimethylformamide-dimethylacetal (3.68 mL, 27.8 mmol) in DMF (20 mL), pyrrolidine (1.16 mL, 13.9 mmol) was added at room temperature. After stirring at 110° C. for an hour, the mixture was cooled to room temperature and then water was added. After extracting 3 times with ether, the collected organic layer was dried with anhydrous magnesium sulfate and the concentrated. The resulting residue was subjected to the next reaction... Starting materials: O (water), BrC1=CC(=C(C=C1)C)[N+](=O)[O-] (4-bromo-2-nitrotoluene), COC(N(C)C)OC (dimethylformamide-dimethylacetal), N1CCCC1 (pyrrolidine). Run at temperature 110 celsius. Reactants: N1CC(CCC1)N(C1=NC=CC(=N1)N1C=NC2=C1C=CC=C2)C (2-[(piperidin-3-yl)-methylamino]-4-[benzimidazol-1-yl]pyrimidine), C1(=CC=CC2=CC=CC=C12)N=C=O (naphthyl isocyanate). The solvent is C1CCOC1 (THF). Run at time 2 day. Product: C1(=CC=CC2=CC=CC=C12)NC(=O)N1CC(CCC1)N(C1=NC=CC(=N1)N1C=NC2=C1C=CC=C2)C (2-[(1-(N—Naphth-1-yl-carbamoyl)piperidin-3-yl)-methylamino]-4-[benzimidazol-1-yl]pyrimidine). Yield: 51.7%. Reaction SMILES: [NH:1]1[CH2:6][CH2:5][CH2:4][CH:3]([N:7]([CH3:23])[C:8]2[N:13]=[C:12]([N:14]3[C:18]4[CH:19]=[CH:20][CH:21]=[CH:22][C:17]=4[N:16]=[CH:15]3)[CH:11]=[CH:10][N:9]=2)[CH2:2]1.[C:24]1([N:34]=[C:35]=[O:36])[C:33]2[C:28](=[CH:29][CH:30]=[CH:31][CH:32]=2)[CH:27]=[CH:26][CH:25]=1>C1COCC1>[C:24]1([NH:34][C:35]([N:1]2[CH2:6][CH2:5][CH2:4][CH:3]([N:7]([CH3:23])[C:8]3[N:13]=[C:12]([N:14]4[C:18]5[CH:19]=[CH:20][CH:21]=[CH:22][C:17]=5[N:16]=[CH:15]4)[CH:11]=[CH:10][N:9]=3)[CH2:2]2)=[O:36])[C:33]2[C:28](=[CH:29][CH:30]=[CH:31][CH:32]=2)[CH:27]=[CH:26][CH:25]=1. Procedure: To a suspension of 15 mg of 2-[(piperidin-3-yl)-methylamino]-4-[benzimidazol-1-yl]pyrimidine (from EXAMPLE 6) in 2 mL of THF was added 11 mg of naphthyl isocyanate. The mixture was stirred at room temperature for 2 days, then concentrated. The residue was purified by flash chromatography, eluting with a gradient system of 2:1 CH2Cl2-acetone to 1:1 CH2Cl2-acetone, to yield 12 mg of the title compound. 1H NMR (500 MHz, CDCl3): δ 8.56 (s, 1H), 8.25 (br s, 1H) 8.14 (d, J=8.0 Hz, 6.69 (d, J=5.3 Hz, 1... Starting materials: CCC([BH-](C(CC)C)C(CC)C)C.[Li+] (L-selectride), ClC=1C=C(C=CC1Cl)CC1=CC(CCN1C(=O)OCC)=O ((±)-ethyl 6-[(3,4-dichlorophenyl)methyl]-1,2,3,4-tetrahydro-4-oxo-1-pyridinecarboxylate), O (water). Run in C1CCOC1 (THF). Reaction conditions: temperature -78 celsius, time 1 hour. Product: ClC=1C=C(C=CC1Cl)CC1N(CCC(C1)=O)C(=O)OCC ((±)-ethyl 2-[(3,4-dichlorophenyl)methyl]-4-oxo-1-piperidinecarboxylate). The yield is 34.8%. As a reaction SMILES: [Cl:1][C:2]1[CH:3]=[C:4]([CH2:9][C:10]2[N:15]([C:16]([O:18][CH2:19][CH3:20])=[O:17])[CH2:14][CH2:13][C:12](=[O:21])[CH:11]=2)[CH:5]=[CH:6][C:7]=1[Cl:8].CCC(C)[BH-](C(C)CC)C(C)CC.[Li+].O>C1COCC1>[Cl:1][C:2]1[CH:3]=[C:4]([CH2:9][CH:10]2[CH2:11][C:12](=[O:21])[CH2:13][CH2:14][N:15]2[C:16]([O:18][CH2:19][CH3:20])=[O:17])[CH:5]=[CH:6][C:7]=1[Cl:8] |f:1.2|. Reported procedure: Intermediate 9 (0.176 mol) in THF (880 ml) was stirred under a N2 flow, and cooled to −78° C. L-selectride (0.264 mol) was added dropwise at −78° C. The reaction mixture was stirred for 1 hour, then poured out into water, DIPE was added. The organic layer was separated, washed with an aqueous NaHCO3 solution, with an aqueous NaCl solution, dried, filtered and the solvent was evaporated. The residue was purified by column chromatography over silica gel (eluent: CH2Cl2/CH3OH 90/10). The desired fr... Starting materials: O=C([O-])O, C=O, CCOc1cncc(N2CCC3(CCCN3)C2)c1, O=CO, [Na+]. The product is CCOc1cncc(N2CCC3(CCCN3C)C2)c1. RXN SMILES: [C:21](=[O:22])([OH:23])[O-:24].[CH2:19]=[O:20].[CH2:1]([CH3:2])[O:3][c:4]1[cH:5][c:6]([N:10]2[CH2:11][C:12]3([CH2:13][CH2:14][CH2:15][NH:16]3)[CH2:17][CH2:18]2)[cH:7][n:8][cH:9]1.[CH:26]([OH:27])=[O:28].[Na+:25]>>[CH2:1]([CH3:2])[O:3][c:4]1[cH:5][c:6]([N:10]2[CH2:11][C:12]3([CH2:13][CH2:14][CH2:15][N:16]3[CH3:21])[CH2:17][CH2:18]2)[cH:7][n:8][cH:9]1.